From a dataset of the Open Reaction Database (ORD), a public repository of structured organic reaction records. describe an organic reaction: reactants, conditions, products, and yield Reactants: O=C1CCC(=O)N1Br, CC(=O)OC(C)=O, CO, ClC(Cl)Cl, ClC(Cl)Cl, OCC1OCC(n2cnc3cc(Cl)c(Cl)cc32)C(O)C1O, C1CCOC1, c1ccncc1. The product is OCC1OCC(n2c(Br)nc3cc(Cl)c(Cl)cc32)C(O)C1O. Reaction SMILES: [Br:29][N:30]1[C:31](=[O:32])[CH2:33][CH2:34][C:35]1=[O:36].[CH3:22][C:23]([O:24][C:25](=[O:26])[CH3:27])=[O:28].[CH3:41][OH:42].[CH:37]([Cl:38])([Cl:39])[Cl:40].[CH:54]([Cl:55])([Cl:56])[Cl:57].[Cl:1][c:2]1[cH:3][c:4]2[c:5]([n:6]([CH:9]3[CH2:10][O:11][CH:12]([CH2:17][OH:18])[CH:13]([OH:16])[CH:14]3[OH:15])[cH:7][n:8]2)[cH:19][c:20]1[Cl:21].[O:49]1[CH2:50][CH2:51][CH2:52][CH2:53]1.[cH:43]1[cH:44][cH:45][n:46][cH:47][cH:48]1>>[Cl:1][c:2]1[cH:3][c:4]2[c:5]([n:6]([CH:9]3[CH2:10][O:11][CH:12]([CH2:17][OH:18])[CH:13]([OH:16])[CH:14]3[OH:15])[c:7]([Br:29])[n:8]2)[cH:19][c:20]1[Cl:21]. Reactants: ClCCN1CCCC1, Cl, [K+], [K+], O=C1COc2cc([N+](=O)[O-])ccc2N1, O=C([O-])[O-], CN(C)C=O, O. Yields the product O=C1COc2cc([N+](=O)[O-])ccc2N1CCN1CCCC1. RXN SMILES: [Cl:16][CH2:17][CH2:18][N:19]1[CH2:20][CH2:21][CH2:22][CH2:23]1.[ClH:15].[K+:24].[K+:25].[N+:1](=[O:2])([O-:3])[c:4]1[cH:5][cH:6][c:7]2[c:8]([cH:14]1)[O:9][CH2:10][C:11](=[O:13])[NH:12]2.[O-:26][C:27]([O-:28])=[O:29].[O:30]=[CH:31][N:32]([CH3:33])[CH3:34].[OH2:35]>>[N+:1](=[O:2])([O-:3])[c:4]1[cH:5][cH:6][c:7]2[c:8]([cH:14]1)[O:9][CH2:10][C:11](=[O:13])[N:12]2[CH2:17][CH2:18][N:19]1[CH2:20][CH2:21][CH2:22][CH2:23]1.